From a dataset of the Open Reaction Database (ORD), a public repository of structured organic reaction records. describe an organic reaction: reactants, conditions, products, and yield Reactants: FC(C(=O)O)(F)F (trifluoroacetic acid), BrC=1SC(=C2C1CN(C2)C(=O)OC(C)(C)C)C2=CC=CC=C2 (1-bromo-3-phenyl-5-(1,1-dimethylethoxy)carbonyl-5,6-dihydro-4H-thieno[3,4-c]pyrrole). Conditions: time 10 minute. The product is FC(C(=O)O)(F)F.BrC=1SC(=C2C1CNC2)C2=CC=CC=C2 (1-Bromo-3-phenyl-5,6-dihydro-4H-thieno[3,4-c]pyrrole trifluoroacetate). The yield is 91.0%. As a reaction SMILES: [F:1][C:2]([F:7])([F:6])[C:3]([OH:5])=[O:4].[Br:8][C:9]1[S:10][C:11]([C:24]2[CH:29]=[CH:28][CH:27]=[CH:26][CH:25]=2)=[C:12]2[CH2:16][N:15](C(OC(C)(C)C)=O)[CH2:14][C:13]=12>>[F:1][C:2]([F:7])([F:6])[C:3]([OH:5])=[O:4].[Br:8][C:9]1[S:10][C:11]([C:24]2[CH:29]=[CH:28][CH:27]=[CH:26][CH:25]=2)=[C:12]2[CH2:16][NH:15][CH2:14][C:13]=12 |f:2.3|. Reported procedure: 1.5 ml of trifluoroacetic acid are added to 0.98 g (1.32 mmol) of 1-bromo-3-phenyl-5-(1,1-dimethylethoxy)carbonyl-5,6-dihydro-4H-thieno[3,4-c]pyrrole. After 10 minutes at room temperature, the solvent is evaporated to dryness. 5 ml of toluene are added and the mixture is evaporated to dryness. The residue is triturated with 5 ml of diethyl ether, filtered and dried. There is obtained 0.95 g of a yellowish solid. Yield 91%. Reaction SMILES: [NH:1]1[CH2:6][CH2:5][O:4][CH2:3][C@H:2]1[CH2:7][OH:8].[C:9]([Si:13]([CH3:16])([CH3:15])Cl)([CH3:12])([CH3:11])[CH3:10].N1C=CN=C1>ClCCl>[Si:13]([O:8][CH2:7][C@@H:2]1[CH2:3][O:4][CH2:5][CH2:6][NH:1]1)([C:9]([CH3:12])([CH3:11])[CH3:10])([CH3:16])[CH3:15]. Reported procedure: (3R)-Morpholine-3-methanol (84.8 mg, 0.72 mmol), t-butyldimethylchlorosilane (0.11 g, 0.72 mmol), and imidazole (59.1 mg, 0.87 mmol) were allowed to react in 1 mL of dichloromethane at room temperature for 2 hours. The reaction product was purified by silica gel chromatography (dichloromethane:methanol:acetone=15:1:0.5) to obtain (3S)-3-(t-butyldimethylsilyloxy)methylmorpholine (0.15 g, 92%) as a colorless oil. The reactants are N1[C@@H](COCC1)CO ((3R)-Morpholine-3-methanol), C(C)(C)(C)[Si](Cl)(C)C (t-butyldimethylchlorosilane), N1C=NC=C1 (imidazole). The solvent is ClCCl (dichloromethane). Yields the product [Si](C)(C)(C(C)(C)C)OC[C@H]1NCCOC1 ((3S)-3-(t-butyldimethylsilyloxy)methylmorpholine). Isolated yield 90.0%. RXN SMILES: [Br:1][CH2:2][CH2:3][CH2:4][C:5](=[O:6])[O:7][CH2:8][CH3:9].[CH3:10][S-:11].[CH3:13][N:14]([CH3:15])[CH:16]=[O:17].[Na+:12]>>[CH2:2]([CH2:3][CH2:4][C:5](=[O:6])[O:7][CH2:8][CH3:9])[S:11][CH3:10]. Starting materials: CCOC(=O)CCCBr, C[S-], CN(C)C=O, [Na+]. The product is CCOC(=O)CCCSC. Starting materials: CC(=O)OC(C)=O, CC(=O)[O-], CCO, Cl, Cl, NO, [Na+], [Na+], C1CCOC1, [OH-], O, CC1(C)Cc2c(O)ccc(C=O)c2O1. Product: CC1(C)Cc2c(O)ccc(C#N)c2O1. RXN SMILES: [C:23]([O:24][C:25](=[O:26])[CH3:27])(=[O:28])[CH3:29].[CH3:19][C:20](=[O:21])[O-:22].[CH3:39][CH2:40][OH:41].[ClH:15].[ClH:32].[NH2:16][OH:17].[Na+:18].[Na+:31].[O:33]1[CH2:34][CH2:35][CH2:36][CH2:37]1.[OH-:30].[OH2:38].[OH:1][c:2]1[cH:3][cH:4][c:5]([CH:13]=[O:14])[c:6]2[c:7]1[CH2:8][C:9]([CH3:11])([CH3:12])[O:10]2>>[OH:1][c:2]1[cH:3][cH:4][c:5]([C:13]#[N:16])[c:6]2[c:7]1[CH2:8][C:9]([CH3:11])([CH3:12])[O:10]2.